Dataset: the Open Reaction Database (ORD), a public repository of structured organic reaction records. Task: describe an organic reaction: reactants, conditions, products, and yield The reactants are COCCOc1ccc(C(=O)O)cc1, CN(C)c1ccncc1, ClCCl, Oc1cc(F)c(F)c(F)c1. The product is COCCOc1ccc(C(=O)Oc2cc(F)c(F)c(F)c2)cc1. Reaction SMILES: [CH3:11][O:12][CH2:13][CH2:14][O:15][c:16]1[cH:17][cH:18][c:19]([C:20](=[O:21])[OH:22])[cH:23][cH:24]1.[CH3:28][N:29]([CH3:30])[c:31]1[cH:32][cH:33][n:34][cH:35][cH:36]1.[Cl:25][CH2:26][Cl:27].[F:1][c:2]1[cH:3][c:4]([OH:10])[cH:5][c:6]([F:9])[c:7]1[F:8]>>[F:1][c:2]1[cH:3][c:4]([O:10][C:20]([c:19]2[cH:18][cH:17][c:16]([O:15][CH2:14][CH2:13][O:12][CH3:11])[cH:24][cH:23]2)=[O:21])[cH:5][c:6]([F:9])[c:7]1[F:8].